Dataset: the Open Reaction Database (ORD), a public repository of structured organic reaction records. Task: describe an organic reaction: reactants, conditions, products, and yield Reactants: CCOC(C)=O, O=[N+]([O-])c1cccc2nn(C3CCCCO3)cc12. Yields the product Nc1cccc2nn(C3CCCCO3)cc12. Reaction SMILES: [CH3:19][CH2:20][O:21][C:22]([CH3:23])=[O:24].[N+:1]([O-:2])(=[O:3])[c:4]1[c:5]2[cH:6][n:7]([CH:13]3[O:14][CH2:15][CH2:16][CH2:17][CH2:18]3)[n:8][c:9]2[cH:10][cH:11][cH:12]1>>[NH2:1][c:4]1[c:5]2[cH:6][n:7]([CH:13]3[O:14][CH2:15][CH2:16][CH2:17][CH2:18]3)[n:8][c:9]2[cH:10][cH:11][cH:12]1.